From a dataset of the Open Reaction Database (ORD), a public repository of structured organic reaction records. describe an organic reaction: reactants, conditions, products, and yield Yields the product CCOC(=O)c1ccc2c(C(=O)NCc3ccc(F)c(F)c3)c(C(C)C)n(Cc3ccccc3)c2c1. The reactants are CCOC(=O)c1ccc2c(C(=O)O)c(C(C)C)n(Cc3ccccc3)c2c1, ClCCCl, CN(C)c1ccncc1, CCOC(C)=O, ClCCl, NCc1ccc(F)c(F)c1. Reaction SMILES: [CH2:1]([c:2]1[cH:3][cH:4][cH:5][cH:6][cH:7]1)[n:8]1[c:9]([CH:25]([CH3:26])[CH3:27])[c:10]([C:22](=[O:23])[OH:24])[c:11]2[cH:12][cH:13][c:14]([C:17](=[O:18])[O:19][CH2:20][CH3:21])[cH:15][c:16]12.[CH2:28]([Cl:29])[CH2:30][Cl:31].[CH3:45][N:46]([c:47]1[cH:48][cH:49][n:50][cH:51][cH:52]1)[CH3:53].[CH3:54][CH2:55][O:56][C:57]([CH3:58])=[O:59].[Cl:42][CH2:43][Cl:44].[F:32][c:33]1[cH:34][c:35]([CH2:36][NH2:37])[cH:38][cH:39][c:40]1[F:41]>>[CH2:1]([c:2]1[cH:3][cH:4][cH:5][cH:6][cH:7]1)[n:8]1[c:9]([CH:25]([CH3:26])[CH3:27])[c:10]([C:22](=[O:23])[NH:37][CH2:36][c:35]2[cH:34][c:33]([F:32])[c:40]([F:41])[cH:39][cH:38]2)[c:11]2[cH:12][cH:13][c:14]([C:17](=[O:18])[O:19][CH2:20][CH3:21])[cH:15][c:16]12. Starting materials: COC=1C=C(C=C(C1OC)OC)NC(=O)N (3,4,5-trimethoxyphenylurea), C(C)OC(CC(=O)CCl)=O (ethyl-4-chloroacetoacetate). Solvent: O1CCOCC1 (dioxane). The product is COC=1C=C(C=C(C1OC)OC)NC(NC1=CC(OC1)=O)=O (4-(3′,4′,5′-trimethoxyphenylureido)-2(5H)-furanone). Yield: 38.5%. As a reaction SMILES: [CH3:1][O:2][C:3]1[CH:4]=[C:5]([NH:13][C:14]([NH2:16])=[O:15])[CH:6]=[C:7]([O:11][CH3:12])[C:8]=1[O:9][CH3:10].C([O:19][C:20](=[O:26])[CH2:21][C:22]([CH2:24]Cl)=O)C>O1CCOCC1>[CH3:1][O:2][C:3]1[CH:4]=[C:5]([NH:13][C:14](=[O:15])[NH:16][C:22]2[CH2:24][O:19][C:20](=[O:26])[CH:21]=2)[CH:6]=[C:7]([O:11][CH3:12])[C:8]=1[O:9][CH3:10]. Procedure: A mixture of 3,4,5-trimethoxyphenylurea (400 mg) and ethyl-4-chloroacetoacetate (350 mg) in dioxane (0.8 ml) is heated at reflux for 4 hours. After one hour at 25° C. the precipitate is recovered by filtration and recrystallized from methanol (3 ml), to give 210 mg of product. Reactants: CCOC(=O)C(Cc1ccc(OCCc2ccc(S(=O)(=O)c3ccccc3)cc2)cc1)OCC, C1CCOC1, CC#N, Cl, [Li+], [OH-], O. Yields the product CCOC(Cc1ccc(OCCc2ccc(S(=O)(=O)c3ccccc3)cc2)cc1)C(=O)O. Reaction SMILES: [CH2:1]([CH3:2])[O:3][C:4]([CH:5]([CH2:6][c:7]1[cH:8][cH:9][c:10]([O:13][CH2:14][CH2:15][c:16]2[cH:17][cH:18][c:19]([S:22](=[O:23])(=[O:24])[c:25]3[cH:26][cH:27][cH:28][cH:29][cH:30]3)[cH:20][cH:21]2)[cH:11][cH:12]1)[O:31][CH2:32][CH3:33])=[O:34].[CH2:41]1[O:42][CH2:43][CH2:44][CH2:45]1.[CH3:38][C:39]#[N:40].[ClH:37].[Li+:35].[OH-:36].[OH2:46]>>[O:3]=[C:4]([CH:5]([CH2:6][c:7]1[cH:8][cH:9][c:10]([O:13][CH2:14][CH2:15][c:16]2[cH:17][cH:18][c:19]([S:22](=[O:23])(=[O:24])[c:25]3[cH:26][cH:27][cH:28][cH:29][cH:30]3)[cH:20][cH:21]2)[cH:11][cH:12]1)[O:31][CH2:32][CH3:33])[OH:34]. The reactants are C(C1=CC=CC=C1)ON(C=O)CC1CCC2=C(NC1=O)C=CC=C2 (N-benzyloxy-N-(2-oxo-2,3,4,5-tetrahydro-1H-benzo[b]azepin-3-ylmethyl)-formamide). Reagents/catalysts: [Pd] (Pd/C). The solvent is CCO (EtOH). Conditions: time 14 hour. Product: ON(C=O)CC1CCC2=C(NC1=O)C=CC=C2 (N-hydroxy-N-(2-oxo-2,3,4,5-tetrahydro-1H-benzo[b]azepin-3-ylmethyl)-formamide). RXN SMILES: C([O:8][N:9]([CH2:12][CH:13]1[C:19](=[O:20])[NH:18][C:17]2[CH:21]=[CH:22][CH:23]=[CH:24][C:16]=2[CH2:15][CH2:14]1)[CH:10]=[O:11])C1C=CC=CC=1>CCO.[Pd]>[OH:8][N:9]([CH2:12][CH:13]1[C:19](=[O:20])[NH:18][C:17]2[CH:21]=[CH:22][CH:23]=[CH:24][C:16]=2[CH2:15][CH2:14]1)[CH:10]=[O:11]. Reported procedure: A mixture of N-benzyloxy-N-(2-oxo-2,3,4,5-tetrahydro-1H-benzo[b]azepin-3-ylmethyl)-formamide (0.052 mmol) and Pd/C (10%) (3 mg) in EtOH is degassed and filled with hydrogen. After the mixture is stirred at room temperature for 14 hours, Pd/C is removed by filtration. The filtrate is concentrated and purified by preparative thin layer chromatography (10% EtOH/CH2Cl2) to provide the title compound N-hydroxy-N-(2-oxo-2,3,4,5-tetrahydro-1H-benzo[b]azepin-3-ylmethyl)-formamide. Yield: 58%. 1H NMR (40... Starting materials: O=C1CN(c2cccc(-n3cc(-c4ccc(Cl)cc4Cl)nc3Cc3ccc(Br)cc3)c2)S(=O)(=O)N1, CC(C)CCC=CB(O)O. The product is CC(C)CCC=Cc1ccc(Cc2nc(-c3ccc(Cl)cc3Cl)cn2-c2cccc(N3CC(=O)NS3(=O)=O)c2)cc1. RXN SMILES: [Br:1][c:2]1[cH:3][cH:4][c:5]([CH2:6][c:7]2[n:8](-[c:20]3[cH:21][c:22]([N:26]4[CH2:27][C:28](=[O:33])[NH:29][S:30]4(=[O:31])=[O:32])[cH:23][cH:24][cH:25]3)[cH:9][c:10](-[c:12]3[c:13]([Cl:19])[cH:14][c:15]([Cl:18])[cH:16][cH:17]3)[n:11]2)[cH:34][cH:35]1.[CH3:36][CH:37]([CH2:38][CH2:39][CH:40]=[CH:41][B:42]([OH:43])[OH:44])[CH3:45]>>[c:2]1([CH:41]=[CH:40][CH2:39][CH2:38][CH:37]([CH3:36])[CH3:45])[cH:3][cH:4][c:5]([CH2:6][c:7]2[n:8](-[c:20]3[cH:21][c:22]([N:26]4[CH2:27][C:28](=[O:33])[NH:29][S:30]4(=[O:31])=[O:32])[cH:23][cH:24][cH:25]3)[cH:9][c:10](-[c:12]3[c:13]([Cl:19])[cH:14][c:15]([Cl:18])[cH:16][cH:17]3)[n:11]2)[cH:34][cH:35]1. The reactants are C(C)OC(CC\C=C\[C@@H](CCCC1=CC=CC=C1)C)=O ((-)-(R)-6-methyl-9-phenyl-(E)-4-nonenoic acid ethyl ester), C1CCOC1 (THF), [H-].[H-].[H-].[H-].[Li+].[Al+3] (LAH), C1CCOC1 (THF). The solvent is CO (MeOH). Run at temperature 0 celsius, time 1 hour. Product: C[C@@H](/C=C/CCCO)CCCC1=CC=CC=C1 ((-)-(R)-6-Methyl-9-phenyl-(E)-4-nonenol). Reaction SMILES: C([O:3][C:4](=O)[CH2:5][CH2:6]/[CH:7]=[CH:8]/[C@H:9]([CH3:19])[CH2:10][CH2:11][CH2:12][C:13]1[CH:18]=[CH:17][CH:16]=[CH:15][CH:14]=1)C.C1COCC1.[H-].[H-].[H-].[H-].[Li+].[Al+3]>CO>[CH3:19][C@H:9]([CH2:10][CH2:11][CH2:12][C:13]1[CH:14]=[CH:15][CH:16]=[CH:17][CH:18]=1)/[CH:8]=[CH:7]/[CH2:6][CH2:5][CH2:4][OH:3] |f:2.3.4.5.6.7|. Procedure details: A solution of (-)-(R)-6-methyl-9-phenyl-(E)-4-nonenoic acid ethyl ester, prepared by the procedure described in J. Org. Chem., 59(8), 2253 (1994), (1.0 g, 3.8 mmol) and 7.9 mL of anhydrous THF was added dropwise to a 0° C. suspension of LAH (0.03 g, 7.9 mmol) and 7.9 mL of anhydrous THF. The reaction mixture was stirred for 2 hours at 0° C. and for 1 hour at room temperature. After cooling again to 0° C., 1.2 mL of MeOH was added slowly. The mixture was stirred for 0.25 hours at room temperature... RXN SMILES: [BH4-].[Na+].[CH:3]([C:5]1[CH:15]=[CH:14][C:8]([CH:9]=[CH:10][C:11]([OH:13])=[O:12])=[CH:7][CH:6]=1)=[O:4]>C1COCC1.O.C1COCC1>[OH:4][CH2:3][C:5]1[CH:6]=[CH:7][C:8]([CH:9]=[CH:10][C:11]([OH:13])=[O:12])=[CH:14][CH:15]=1 |f:0.1,3.4|. Yields the product OCC1=CC=C(C=CC(=O)O)C=C1 (4-hydroxymethylcinnamic acid). Solvent: C1CCOC1.O (THF H2O), C1CCOC1 (THF). Isolated yield 52.1%. Reactants: [BH4-].[Na+] (NaBH4), ice, C(=O)C1=CC=C(C=CC(=O)O)C=C1 (4-formylcinnamic acid). Conditions: time 3 hour. Reported procedure: A solution of NaBH4 (0.53 g, 14 mmol) in THF/H2O (4:1) (12 mL) was added dropwise to an ice-cold stirred solution of 4-formylcinnamic acid (2.47 g, 14 mmol) in THF (25 mL), and the mixture was stirred at room temperature for 3 h. The reaction was quenched by adding 4 N HCl (20 mL), and the THF was removed by a rotary evaporator. The solid residue was treated with H2O (20 mL), and extracted with EtOAc (4×50 mL). The EtOAc extracts were washed with H2O (50 mL) and brine (50 mL), and dried. The cru...